Dataset: the Open Reaction Database (ORD), a public repository of structured organic reaction records. Task: describe an organic reaction: reactants, conditions, products, and yield Reactants: CN(C)CCCN, ClC(Cl)Cl, O=S(=O)(Cl)CCCOC(C(F)(F)F)C(F)(F)F. Yields the product CN(C)CCCNS(=O)(=O)CCCOC(C(F)(F)F)C(F)(F)F. As a reaction SMILES: [CH3:18][N:19]([CH3:20])[CH2:21][CH2:22][CH2:23][NH2:24].[CH:25]([Cl:26])([Cl:27])[Cl:28].[F:1][C:2]([CH:3]([O:4][CH2:5][CH2:6][CH2:7][S:8](=[O:9])(=[O:10])[Cl:11])[C:12]([F:13])([F:14])[F:15])([F:16])[F:17]>>[F:1][C:2]([CH:3]([O:4][CH2:5][CH2:6][CH2:7][S:8](=[O:9])(=[O:10])[NH:24][CH2:23][CH2:22][CH2:21][N:19]([CH3:18])[CH3:20])[C:12]([F:13])([F:14])[F:15])([F:16])[F:17]. Starting materials: [OH-].[Na+] (sodium hydroxide), CC1(OCC(C(O1)C(=O)NCCC(=O)OCC1=CC=CC=C1)(C)C)C (benzyl 3-[N-(2,2,5,5-Tetramethyl-1,3-dioxane-4-carbonyl)amino]propionate). The solvent is CO (methanol), CO (methanol). Conditions: time 1 hour. Yields the product CC1(OCC(C(O1)C(=O)NCCC(=O)O)(C)C)C (3-[N-(2,2,5,5-Tetramethyl-1,3-dioxane-4-carbonyl)amino)propionic Acid). Isolated yield 78.5%. RXN SMILES: [OH-].[Na+].[CH3:3][C:4]1([CH3:27])[O:9][CH:8]([C:10]([NH:12][CH2:13][CH2:14][C:15]([O:17]CC2C=CC=CC=2)=[O:16])=[O:11])[C:7]([CH3:26])([CH3:25])[CH2:6][O:5]1>CO>[CH3:3][C:4]1([CH3:27])[O:9][CH:8]([C:10]([NH:12][CH2:13][CH2:14][C:15]([OH:17])=[O:16])=[O:11])[C:7]([CH3:26])([CH3:25])[CH2:6][O:5]1 |f:0.1|. Reported procedure: An aqueous 1N sodium hydroxide solution (100 ml) was added to a solution 35 g of benzyl 3-[N-(2,2,5,5-Tetramethyl-1,3-dioxane-4-carbonyl)amino]propionate in 350 ml of methanol, and the mixture was stirred under ice cooling for 1 hour. After completion of the reaction, methanol was distilled off under reduced pressure. The aqueous layer was extracted with ethyl acetate. After adding 1N hydrochloric acid to the aqueous layer to render it acidic, the aqueous layer was extracted with ethyl acetate. ... Starting materials: BrCC(=O)OCC (Ethyl bromoacetate), C(C=C)C1=C(C=CC(=C1)Br)O (2-allyl-4-bromophenol), C([O-])([O-])=O.[K+].[K+] (potassium carbonate). The solvent is CC(CC)=O (butan-2-one). Yields the product C(C=C)C1=C(OCC(=O)OCC)C=CC(=C1)Br (ethyl 2-allyl-4-bromophenoxyacetate). Yield: 70.2%. As a reaction SMILES: Br[CH2:2][C:3]([O:5][CH2:6][CH3:7])=[O:4].[CH2:8]([C:11]1[CH:16]=[C:15]([Br:17])[CH:14]=[CH:13][C:12]=1[OH:18])[CH:9]=[CH2:10].C(=O)([O-])[O-].[K+].[K+]>CC(=O)CC>[CH2:8]([C:11]1[CH:16]=[C:15]([Br:17])[CH:14]=[CH:13][C:12]=1[O:18][CH2:2][C:3]([O:5][CH2:6][CH3:7])=[O:4])[CH:9]=[CH2:10] |f:2.3.4|. Reported procedure: Ethyl bromoacetate (1.68 g) was added to a stirred suspension of 2-allyl-4-bromophenol (2.13 g) and potassium carbonate (1.50 g) in butan-2-one (15 ml). The mixture was heated at reflux for 16 hours. The reaction mixture was cooled to ambient temperature and filtered. Water (100 ml) was added to the filtrate and the aqueous phase was extracted with ethyl acetate (3×50 ml). The ethyl acetate extracts were combined, washed with brine (2×25 ml), dried (MgSO4) and evaporated to give a solid which cr... Starting materials: ClC=1C(=CC2=C(NC(CC(=N2)C2=CC(=CC=C2)N2N=NC=C2CO)=O)C1)N(CCC)C (8-chloro-7-(methyl-propyl-amino)-4-[3-(5-hydroxymethyl-[1,2,3]triazol-1-yl)-phenyl]-1,3-dihydro-benzo[b][1,4]diazepin-2-one), S(=O)(Cl)Cl (thionylchloride), [Cl-] (chloride), C(C)NCC (diethylamine). Solvent: ClCCl (dichloro-methane), CN(C)C=O (DMF). Product: ClC=1C(=CC2=C(NC(CC(=N2)C2=CC(=CC=C2)N2N=NC=C2CN(CC)CC)=O)C1)N(CCC)C (8-Chloro-4-[3-(5-diethylaminomethyl-[1,2,3]triazol-1-yl)-phenyl]-7-(methyl-propyl-amino)-1,3-dihydro-benzo[b][1,4]diazepin-2-one), solid. The yield is 50.0%. RXN SMILES: [Cl:1][C:2]1[C:3]([N:27]([CH3:31])[CH2:28][CH2:29][CH3:30])=[CH:4][C:5]2[N:11]=[C:10]([C:12]3[CH:17]=[CH:16][CH:15]=[C:14]([N:18]4[C:22]([CH2:23]O)=[CH:21][N:20]=[N:19]4)[CH:13]=3)[CH2:9][C:8](=[O:25])[NH:7][C:6]=2[CH:26]=1.S(Cl)(Cl)=O.[Cl-].[CH2:37]([NH:39][CH2:40][CH3:41])[CH3:38]>ClCCl.CN(C=O)C>[Cl:1][C:2]1[C:3]([N:27]([CH3:31])[CH2:28][CH2:29][CH3:30])=[CH:4][C:5]2[N:11]=[C:10]([C:12]3[CH:17]=[CH:16][CH:15]=[C:14]([N:18]4[C:22]([CH2:23][N:39]([CH2:40][CH3:41])[CH2:37][CH3:38])=[CH:21][N:20]=[N:19]4)[CH:13]=3)[CH2:9][C:8](=[O:25])[NH:7][C:6]=2[CH:26]=1. Procedure: The title compound was prepared from 8-chloro-7-(methyl-propyl-amino)-4-[3-(5-hydroxymethyl-[1,2,3]triazol-1-yl)-phenyl]-1,3-dihydro-benzo[b][1,4]diazepin-2-one (Example 29) (219 mg, 0.50 mmol) by reaction with thionylchloride in dichloro-methane and subsequent treatment of the corresponding chloride with diethylamine in DMF according to the method described in Example 45. Obtained as a light yellow solid (123 mg, 50%). RXN SMILES: [C:1]([CH3:2])([CH3:3])([CH3:4])[c:5]1[c:6]([Cl:34])[c:7](-[n:27]2[c:28]([CH:32]=[O:33])[cH:29][cH:30][cH:31]2)[cH:8][c:9]([CH2:12][O:13][SiH:14]([c:15]2[cH:16][cH:17][cH:18][cH:19][cH:20]2)[c:21]2[cH:22][cH:23][cH:24][cH:25][cH:26]2)[c:10]1[Cl:11].[C:52]([OH:53])([CH3:54])([CH3:55])[CH3:56].[CH3:35][C:36](=[CH:37][CH3:38])[CH3:39].[Cl+:46]([O-:47])[O-:48].[ClH:50].[Na+:45].[Na+:49].[OH2:51].[P:40](=[O:41])([O-:42])([OH:43])[OH:44]>>[C:1]([CH3:2])([CH3:3])([CH3:4])[c:5]1[c:6]([Cl:34])[c:7](-[n:27]2[c:28]([C:32](=[O:33])[OH:41])[cH:29][cH:30][cH:31]2)[cH:8][c:9]([CH2:12][O:13][SiH:14]([c:15]2[cH:16][cH:17][cH:18][cH:19][cH:20]2)[c:21]2[cH:22][cH:23][cH:24][cH:25][cH:26]2)[c:10]1[Cl:11]. Starting materials: CC(C)(C)c1c(Cl)c(CO[SiH](c2ccccc2)c2ccccc2)cc(-n2cccc2C=O)c1Cl, CC(C)(C)O, CC=C(C)C, [O-][Cl+][O-], Cl, [Na+], [Na+], O, O=P([O-])(O)O. Product: CC(C)(C)c1c(Cl)c(CO[SiH](c2ccccc2)c2ccccc2)cc(-n2cccc2C(=O)O)c1Cl.